Dataset: the Open Reaction Database (ORD), a public repository of structured organic reaction records. Task: describe an organic reaction: reactants, conditions, products, and yield Reactants: N1C=CC=2C1=NC=C(C2)N (1H-Pyrrolo[2,3-b]pyridin-5-amine), ClC1=C(C(=O)O)C(=CC=C1NS(=O)(=O)CCC)Cl (2,6-dichloro-3-(propylsulfonamido)benzoic acid), Cl.CN(CCCN=C=NCC)C (1-(3-dimethylaminopropyl)-3-ethylcarbodiimide hydrochloride), ON1N=NC2=C1C=CC=C2 (1-hydroxybenzotriazole). Yield: 1.7%. As a reaction SMILES: [NH:1]1[C:5]2=[N:6][CH:7]=[C:8]([NH2:10])[CH:9]=[C:4]2[CH:3]=[CH:2]1.[Cl:11][C:12]1[C:20]([NH:21][S:22]([CH2:25][CH2:26][CH3:27])(=[O:24])=[O:23])=[CH:19][CH:18]=[C:17]([Cl:28])[C:13]=1[C:14](O)=[O:15].Cl.CN(C)CCCN=C=NCC.ON1C2C=CC=CC=2N=N1>CN(C)C=O.C(OCC)(=O)C>[Cl:11][C:12]1[C:20]([NH:21][S:22]([CH2:25][CH2:26][CH3:27])(=[O:23])=[O:24])=[CH:19][CH:18]=[C:17]([Cl:28])[C:13]=1[C:14]([NH:10][C:8]1[CH:9]=[C:4]2[CH:3]=[CH:2][NH:1][C:5]2=[N:6][CH:7]=1)=[O:15] |f:2.3|. Reported procedure: 1H-Pyrrolo[2,3-b]pyridin-5-amine (192 mg, 1.44 mmol) in N,N-dimethylformamide (7.2 mL) was sequentially treated with 2,6-dichloro-3-(propylsulfonamido)benzoic acid (690.5 mg, 2.212 mmol), 1-(3-dimethylaminopropyl)-3-ethylcarbodiimide hydrochloride (466.4 mg, 2.433 mmol), and 1-hydroxybenzotriazole (328.8 mg, 2.433 mmol) and heated to 60° C. After 24 hours, the reaction mixture was allowed to cool to ambient temperature. The mixture was diluted with ethyl acetate, washed with water (4×), sodium b... Reaction conditions: temperature 60 celsius, time 24 hour. Solvent: C(C)(=O)OCC (ethyl acetate), CN(C=O)C (N,N-dimethylformamide). The product is ClC1=C(C(=O)NC=2C=C3C(=NC2)NC=C3)C(=CC=C1NS(=O)(=O)CCC)Cl (2,6-dichloro-3-(propylsulfonamido)-N-(1H-pyrrolo[2,3-b]pyridin-5-yl)benzamide).